The task is: describe an organic reaction: reactants, conditions, products, and yield. This data is from the Open Reaction Database (ORD), a public repository of structured organic reaction records. Starting materials: CCOC(=O)CCBr, CC#N, CCN(C(C)C)C(C)C, CC(C)Oc1ccc(-c2nc(-c3cccc4c3OCCNC4)no2)cc1Cl, Cl. Yields the product CCOC(=O)CCN1CCOc2c(cccc2-c2noc(-c3ccc(OC(C)C)c(Cl)c3)n2)C1. Reaction SMILES: [Br:38][CH2:39][CH2:40][C:41](=[O:42])[O:43][CH2:44][CH3:45].[CH3:46][C:47]#[N:48].[CH:29]([N:30]([CH2:31][CH3:32])[CH:33]([CH3:34])[CH3:35])([CH3:36])[CH3:37].[Cl:2][c:3]1[cH:4][c:5](-[c:13]2[n:14][c:15](-[c:18]3[cH:19][cH:20][cH:21][c:22]4[c:28]3[O:27][CH2:26][CH2:25][NH:24][CH2:23]4)[n:16][o:17]2)[cH:6][cH:7][c:8]1[O:9][CH:10]([CH3:11])[CH3:12].[ClH:1]>>[Cl:2][c:3]1[cH:4][c:5](-[c:13]2[n:14][c:15](-[c:18]3[cH:19][cH:20][cH:21][c:22]4[c:28]3[O:27][CH2:26][CH2:25][N:24]([CH2:39][CH2:40][C:41](=[O:42])[O:43][CH2:44][CH3:45])[CH2:23]4)[n:16][o:17]2)[cH:6][cH:7][c:8]1[O:9][CH:10]([CH3:11])[CH3:12]. Reactants: CN(CCN(C(CC(C)(C)NC(OCC1=CC=CC=C1)=O)=O)C)C (Benzyl 4-((2-(dimethylamino)ethyl)(methyl)amino)-2-methyl-4-oxobutan-2-ylcarbamate), CI (methyl iodide). Run in C(C)O (ethanol). Conditions: temperature 50 celsius, time 18 hour. The product is [I-].C(C1=CC=CC=C1)OC(=O)NC(CC(=O)N(C)CC[N+](C)(C)C)(C)C (2-(3-(benzyloxycarbonylamino)-N,3-dimethylbutanamido)-N,N,N-trimethylethanaminium iodide). Isolated yield 74.0%. RXN SMILES: [CH3:1][N:2]([CH3:24])[CH2:3][CH2:4][N:5]([CH3:23])[C:6](=[O:22])[CH2:7][C:8]([NH:11][C:12](=[O:21])[O:13][CH2:14][C:15]1[CH:20]=[CH:19][CH:18]=[CH:17][CH:16]=1)([CH3:10])[CH3:9].[CH3:25][I:26]>C(O)C>[I-:26].[CH2:14]([O:13][C:12]([NH:11][C:8]([CH3:10])([CH3:9])[CH2:7][C:6]([N:5]([CH2:4][CH2:3][N+:2]([CH3:25])([CH3:1])[CH3:24])[CH3:23])=[O:22])=[O:21])[C:15]1[CH:20]=[CH:19][CH:18]=[CH:17][CH:16]=1 |f:3.4|. Reported procedure: Benzyl 4-((2-(dimethylamino)ethyl)(methyl)amino)-2-methyl-4-oxobutan-2-ylcarbamate (2.08 g, 6.2 mmol) was dissolved in a solution of ethanol (4 ml) and methyl iodide (30 ml). The mixture was stirred at 50° C. for 18 hours. The reaction mixture was concentrated in vacuo and dissolved in water. The aqueous mixture was washed with ethyl acetate. The washed aqueous mixture concentrated in vacuo to give 2.19 g (74%) of 2-(3-(benzyloxycarbonylamino)-N,3-dimethylbutanamido)-N,N,N-trimethylethanaminium ... Reactants: BrN1C(CCC1=O)=O (N-bromosuccinimide), 2,2′-azobis-2-methylpropanenitrile, C(C)(C)(C)NC(C1=C(C=C(C=C1)C)OC)=O (N-tert-Butyl-2-methoxy-4-methylbenzamide). The solvent is C(Cl)(Cl)(Cl)Cl (carbon tetrachloride), ClCCl (dichloromethane). Product: BrCC1=CC(=C(C(=O)NC(C)(C)C)C=C1)OC (4-(Bromomethyl)-N-tert-butyl-2-methoxybenzamide). Reaction SMILES: [C:1]([NH:5][C:6](=[O:16])[C:7]1[CH:12]=[CH:11][C:10]([CH3:13])=[CH:9][C:8]=1[O:14][CH3:15])([CH3:4])([CH3:3])[CH3:2].[Br:17]N1C(=O)CCC1=O>C(Cl)(Cl)(Cl)Cl.ClCCl>[Br:17][CH2:13][C:10]1[CH:11]=[CH:12][C:7]([C:6]([NH:5][C:1]([CH3:4])([CH3:3])[CH3:2])=[O:16])=[C:8]([O:14][CH3:15])[CH:9]=1. Reported procedure: An amount of 160 mg (0.72 mmol) of the compound from Example 22A was heated under reflux with 129 mg (0.72 mmol) of N-bromosuccinimide and also 12 mg (0.07 mmol) of 2,2′-azobis-2-methylpropanenitrile in 5 ml of carbon tetrachloride for 16 h. After cooling to RT, the mixture was diluted with 10 ml of dichloromethane and washed with 10 ml of water. It was dried over sodium sulphate, filtered and concentrated under reduced pressure. The crude product was subsequently purified by chromatography [Met...